This data is from the Open Reaction Database (ORD), a public repository of structured organic reaction records. The task is: describe an organic reaction: reactants, conditions, products, and yield The reactants are CI, CC(C)=O, Cc1ccc(Cl)cc1NC(=S)Nc1c(C)nn(C)c1C. Yields the product CSC(=Nc1c(C)nn(C)c1C)Nc1cc(Cl)ccc1C. Reaction SMILES: [CH3:21][I:22].[CH3:23][C:24](=[O:25])[CH3:26].[Cl:1][c:2]1[cH:3][cH:4][c:5]([CH3:20])[c:6]([NH:8][C:9](=[S:10])[NH:11][c:12]2[c:13]([CH3:19])[n:14][n:15]([CH3:18])[c:16]2[CH3:17])[cH:7]1>>[Cl:1][c:2]1[cH:3][cH:4][c:5]([CH3:20])[c:6]([NH:8][C:9]([S:10][CH3:21])=[N:11][c:12]2[c:13]([CH3:19])[n:14][n:15]([CH3:18])[c:16]2[CH3:17])[cH:7]1. The reactants are NC1=NC=C(C=C1Cl)C(F)(F)F (2-amino-3-chloro-5-trifluoromethylpyridine), FC1=C(C(=O)N=C=O)C(=CC=C1)F (2,6-difluorobenzoylisocyanate). Solvent: C1(=CC=CC=C1)C (toluene). Product: FC1=C(C(=O)NC(=O)NC2=NC=C(C=C2Cl)C(F)(F)F)C(=CC=C1)F (N-(2,6-difluorobenzoyl)-N'-(3-chloro-5-trifluoromethyl-2-pyridyl)urea). RXN SMILES: [NH2:1][C:2]1[C:7]([Cl:8])=[CH:6][C:5]([C:9]([F:12])([F:11])[F:10])=[CH:4][N:3]=1.[F:13][C:14]1[CH:24]=[CH:23][CH:22]=[C:21]([F:25])[C:15]=1[C:16]([N:18]=[C:19]=[O:20])=[O:17]>C1(C)C=CC=CC=1>[F:13][C:14]1[CH:24]=[CH:23][CH:22]=[C:21]([F:25])[C:15]=1[C:16]([NH:18][C:19]([NH:1][C:2]1[C:7]([Cl:8])=[CH:6][C:5]([C:9]([F:12])([F:10])[F:11])=[CH:4][N:3]=1)=[O:20])=[O:17]. Reported procedure: For example, 2-amino-3-chloro-5-trifluoromethylpyridine is reacted with 2,6-difluorobenzoylisocyanate in toluene at 40° C. for 30 minutes, whereby N-(2,6-difluorobenzoyl)-N'-(3-chloro-5-trifluoromethyl-2-pyridyl)urea having a melting point of 214° to 217° C. can be obtained. This compound is effective in inhibiting and controlling various pests, particularly noxious insects. For example, in the insecticidal testing of the compound in a concentration of 800 ppm against larvae of diamondback moth ...